The task is: describe an organic reaction: reactants, conditions, products, and yield. This data is from the Open Reaction Database (ORD), a public repository of structured organic reaction records. Reactants: CCS, CCC(C)Sc1ccc(OC)cc1, [H-], [Na+], CN(C)C=O, O=S(=O)(O)O. Yields the product CCC(C)Sc1ccc(O)cc1. RXN SMILES: [CH2:3]([SH:4])[CH3:5].[CH3:6][CH:7]([CH2:8][CH3:9])[S:10][c:11]1[cH:12][cH:13][c:14]([O:17][CH3:18])[cH:15][cH:16]1.[H-:1].[Na+:2].[O:24]=[CH:25][N:26]([CH3:27])[CH3:28].[S:19](=[O:20])(=[O:21])([OH:22])[OH:23]>>[CH3:6][CH:7]([CH2:8][CH3:9])[S:10][c:11]1[cH:12][cH:13][c:14]([OH:17])[cH:15][cH:16]1. The reactants are C(C)OCC (Diethyl ether), BrC1=CC=C(C=C1)C1=CC=C(C=C1)C[C@H](C)O ((2S)-1-(4′-Bromobiphenyl-4-yl)propan-2-ol), N1C=NC=C1 (imidazole), C(C)(C)(C)[Si](Cl)(C)C (tert-butyldimethylchlorosilane). The solvent is CN(C=O)C (N,N-dimethylformamide). Conditions: time 1 hour. Yields the product BrC1=CC=C(C=C1)C1=CC=C(C=C1)C[C@@H](O[Si](C)(C)C(C)(C)C)C ([(1S)-2-(4′-Bromobiphenyl-4-yl)-1-methylethoxyl](tert-butyl)dimethylsilane). Yield: 78.5%. Reaction SMILES: [Br:1][C:2]1[CH:7]=[CH:6][C:5]([C:8]2[CH:13]=[CH:12][C:11]([CH2:14][C@@H:15]([OH:17])[CH3:16])=[CH:10][CH:9]=2)=[CH:4][CH:3]=1.N1C=CN=C1.[C:23]([Si:27]([CH3:30])([CH3:29])Cl)([CH3:26])([CH3:25])[CH3:24].C(OCC)C>CN(C)C=O>[Br:1][C:2]1[CH:3]=[CH:4][C:5]([C:8]2[CH:13]=[CH:12][C:11]([CH2:14][C@H:15]([CH3:16])[O:17][Si:27]([C:23]([CH3:26])([CH3:25])[CH3:24])([CH3:30])[CH3:29])=[CH:10][CH:9]=2)=[CH:6][CH:7]=1. Procedure: (2S)-1-(4′-Bromobiphenyl-4-yl)propan-2-ol (0.23 g, 0.79 mmol) and imidazole (0.11 g, 1.6 mmol) were dissolved in N,N-dimethylformamide (5 mL), and tert-butyldimethylchlorosilane (0.24 g, 1.6 mmol) was added under a nitrogen atmosphere, followed by stirring at room temperature for 1 hour. Diethyl ether was added to the reaction solution, followed by sequential washing with water and hydrochloric acid (1 M). After the solvent was distilled off under reduced pressure, the resulting residue was puri... The reactants are C(C)(C)NC(C)C.[Li] (lithium diisopropylamine), C(C1=CC=CC=C1)C1CCC(N1)=O (5-benzylpyrrolidin-2-one), C(C)(=O)O (acetic acid), C(CC)Br (1-propyl bromide). Solvent: C1CCOC1 (THF). Run at temperature -78 celsius, time 1.5 hour. The product is C(C1=CC=CC=C1)C1CC(C(N1)=O)CCC (5-benzyl-3-propylpyrrolidin-2-one). RXN SMILES: [CH:1](NC(C)C)([CH3:3])[CH3:2].[Li].[CH2:9]([CH:16]1[NH:20][C:19](=[O:21])[CH2:18][CH2:17]1)[C:10]1[CH:15]=[CH:14][CH:13]=[CH:12][CH:11]=1.C(Br)CC.C(O)(=O)C>C1COCC1>[CH2:9]([CH:16]1[NH:20][C:19](=[O:21])[CH:18]([CH2:2][CH2:1][CH3:3])[CH2:17]1)[C:10]1[CH:15]=[CH:14][CH:13]=[CH:12][CH:11]=1 |f:0.1,^1:7|. Procedure details: To a 2 M lithium diisopropylamine solution in THF of −78° C. is added 5-benzylpyrrolidin-2-one and the mixture is stirred for 1.5 hours at −78° C. Then 1-propyl bromide is added and the reaction is stirred for another 1.5 hours at −78° C. The reaction mixture is allowed to warm up to 0° C. before ice-cold water with acetic acid is added and subsequently extracted 3 times with dichloromethane. The dichloromethane is concentrated in vacuo and the residue is dissolved in dichloromethane, washed wit...